From a dataset of the Open Reaction Database (ORD), a public repository of structured organic reaction records. describe an organic reaction: reactants, conditions, products, and yield The reactants are FB(F)F, CC(=O)OCC1OC(OC(=N)C(Cl)(Cl)Cl)C(OC(C)=O)C(OC(C)=O)C1OC(C)=O, O=C([O-])O, O=C(OCc1ccccc1)c1ccc(CCc2coc3cccc(O)c23)cc1, CCOCC, CC(=O)[O-], ClCCl, [Na+]. Yields the product CC(=O)OCC1OC(Oc2cccc3occ(CCc4ccc(C(=O)OCc5ccccc5)cc4)c23)C(OC(C)=O)C(OC(C)=O)C1OC(C)=O. As a reaction SMILES: [B:64]([F:65])([F:66])[F:67].[C:29]([CH3:30])(=[O:31])[O:32][CH:33]1[CH:34]([O:35][C:36](=[NH:37])[C:38]([Cl:39])([Cl:40])[Cl:41])[O:42][CH:43]([CH2:54][O:55][C:56]([CH3:57])=[O:58])[CH:44]([O:50][C:51]([CH3:52])=[O:53])[CH:45]1[O:46][C:47]([CH3:48])=[O:49].[C:68](=[O:69])([O-:70])[OH:71].[CH2:1]([c:2]1[cH:3][cH:4][cH:5][cH:6][cH:7]1)[O:8][C:9](=[O:10])[c:11]1[cH:12][cH:13][c:14]([CH2:17][CH2:18][c:19]2[cH:20][o:21][c:22]3[c:23]2[c:24]([OH:28])[cH:25][cH:26][cH:27]3)[cH:15][cH:16]1.[CH2:59]([O:60][CH2:61][CH3:62])[CH3:63].[CH3:76][C:77](=[O:78])[O-:79].[Cl:73][CH2:74][Cl:75].[Na+:72]>>[CH2:1]([c:2]1[cH:3][cH:4][cH:5][cH:6][cH:7]1)[O:8][C:9](=[O:10])[c:11]1[cH:12][cH:13][c:14]([CH2:17][CH2:18][c:19]2[cH:20][o:21][c:22]3[c:23]2[c:24]([O:28][CH:34]2[CH:33]([O:32][C:29]([CH3:30])=[O:31])[CH:45]([O:46][C:47]([CH3:48])=[O:49])[CH:44]([O:50][C:51]([CH3:52])=[O:53])[CH:43]([CH2:54][O:55][C:56]([CH3:57])=[O:58])[O:42]2)[cH:25][cH:26][cH:27]3)[cH:15][cH:16]1.